Dataset: the Open Reaction Database (ORD), a public repository of structured organic reaction records. Task: describe an organic reaction: reactants, conditions, products, and yield The reactants are ClC1=C(C(=CC(=C1)C(F)(F)F)Cl)NNC(C#N)CC#N (2-(2,6-dichloro-4-trifluoromethylphenylhydrazino)succinonitrile), cupric chloride. Run in ClC1=CC=CC=C1 (chlorobenzene). Yields the product ClC1=C(C(=CC(=C1)C(F)(F)F)Cl)NN=C(C#N)CC#N (2-(2,6-dichloro-4-trifluoromethylphenylhydrazono)succinonitrile), NC1=CC(=NN1C1=C(C=C(C=C1Cl)C(F)(F)F)Cl)C#N (5-amino-3-cyano-1-(2,6-dichloro-4-trifluoromethylphenyl)pyrazole). As a reaction SMILES: [Cl:1][C:2]1[CH:7]=[C:6]([C:8]([F:11])([F:10])[F:9])[CH:5]=[C:4]([Cl:12])[C:3]=1[NH:13][NH:14][CH:15]([CH2:18][C:19]#[N:20])[C:16]#[N:17]>ClC1C=CC=CC=1>[Cl:1][C:2]1[CH:7]=[C:6]([C:8]([F:10])([F:11])[F:9])[CH:5]=[C:4]([Cl:12])[C:3]=1[NH:13][N:14]=[C:15]([CH2:18][C:19]#[N:20])[C:16]#[N:17].[NH2:20][C:19]1[N:13]([C:3]2[C:2]([Cl:1])=[CH:7][C:6]([C:8]([F:10])([F:11])[F:9])=[CH:5][C:4]=2[Cl:12])[N:14]=[C:15]([C:16]#[N:17])[CH:18]=1. Reported procedure: A mixture of 2-(2,6-dichloro-4-trifluoromethylphenylhydrazino)succinonitrile (0.323 g) and cupric chloride (0.175 g) was heated in chlorobenzene at 60° C. for 6 hours. After filtration and evaporation, the title compound and 5-amino-3-cyano-1-(2,6-dichloro-4-trifluoromethylphenyl)pyrazole were obtained as a 7:1 mixture. Column chromatography on silica gel eluting with dichloromethane gave the pure title compound, obtained as a mixture of syn and anti isomers, NMR (anti isomer) 3.6 (s, 2H), 7.57 ... Starting materials: C(C)OC(=O)C=1NC2=CC=C(C=C2C1)OC (5-Methoxyindole-2-carboxylic acid ethyl ester), [Mg] (magnesium). Solvent: ClCCl (dichloromethane), ClCCl (dichloromethane), CO (methanol). Run at temperature 7.5 celsius, time 3 hour. The product is COC(=O)C1NC2=CC=C(C=C2C1)OC (5-Methoxyindoline-2(R/S)-carboxylic acid methyl ester). RXN SMILES: [CH2:1]([O:3][C:4]([C:6]1[NH:7][C:8]2[C:13]([CH:14]=1)=[CH:12][C:11]([O:15][CH3:16])=[CH:10][CH:9]=2)=[O:5])C.[Mg]>CO.ClCCl>[CH3:1][O:3][C:4]([CH:6]1[CH2:14][C:13]2[C:8](=[CH:9][CH:10]=[C:11]([O:15][CH3:16])[CH:12]=2)[NH:7]1)=[O:5]. Procedure: 5-Methoxyindole-2-carboxylic acid ethyl ester (2 g, 9.13 mmol) and magnesium turnings (0.432 g, 18 mmol) were suspended in dried methanol (30 ml). This mixture was stirred at 5 to 10° C. under nitrogen for 3 hours, then poured into dichloromethane (200 ml), and washed with saturated ammonium chloride solution. The organic layer was separated, and the aqueous layer was extracted with dichloromethane (3×100 ml). The combined organic layers were dried over sodium sulphate and evaporated. A brown so...